From a dataset of the Open Reaction Database (ORD), a public repository of structured organic reaction records. describe an organic reaction: reactants, conditions, products, and yield Reactants: CS(C)=O, C[S+](C)C, Cc1ccc(C=O)cc1, [H-], [I-], [Na+], O. Yields the product Cc1ccc(C2CO2)cc1. As a reaction SMILES: [CH3:17][S:18]([CH3:19])=[O:20].[CH3:2][S+:3]([CH3:4])[CH3:5].[CH3:8][c:9]1[cH:10][cH:11][c:12]([CH:13]=[O:14])[cH:15][cH:16]1.[H-:6].[I-:1].[Na+:7].[OH2:21]>>[CH2:2]1[CH:13]([c:12]2[cH:11][cH:10][c:9]([CH3:8])[cH:16][cH:15]2)[O:14]1. Reactants: Cl.Cl.NCC1=CC=C(CN2CCC(CC2)C2=CC=CC=C2)C=C1 (1-[4-(aminomethyl)benzyl]-4-phenylpiperidine dihydrochloride), C1CCC2=NCCCN2CC1 (DBU), N=1C=C2C=C(SC3=CC=CC1N23)C(=O)O (5-thia-1,8b-diazaacenaphthylene-4-carboxylic acid), ON1C(CCC1=O)=O (N-hydroxysuccinimide), Cl.C(C)N=C=NCCCN(C)C (N-ethyl-N′-3-(N,N-dimethylamino)propylcarbodiimide hydrochloride). Run in C(C)#N (acetonitrile), C(C)N(CC)CC (triethylamine), C(C)#N (acetonitrile). Conditions: time 1 hour. The product is C1(=CC=CC=C1)C1CCN(CC1)CC1=CC=C(CNC(=O)C2=CC3=CN=C4C=CC=C(S2)N43)C=C1 (N-[4-(4-phenylpiperidin-1-ylmethyl)-benzyl]-5-thia-1,8b-diazaacenaphthylene-4-carboxamide). RXN SMILES: [N:1]1[CH:2]=[C:3]2[N:12]3[C:7](=[CH:8][CH:9]=[CH:10][C:11]=13)[S:6][C:5]([C:13]([OH:15])=O)=[CH:4]2.ON1C(=O)CCC1=O.Cl.C(N=C=NCCCN(C)C)C.Cl.Cl.[NH2:38][CH2:39][C:40]1[CH:58]=[CH:57][C:43]([CH2:44][N:45]2[CH2:50][CH2:49][CH:48]([C:51]3[CH:56]=[CH:55][CH:54]=[CH:53][CH:52]=3)[CH2:47][CH2:46]2)=[CH:42][CH:41]=1.C1CCN2C(=NCCC2)CC1>C(#N)C.C(N(CC)CC)C>[C:51]1([CH:48]2[CH2:47][CH2:46][N:45]([CH2:44][C:43]3[CH:57]=[CH:58][C:40]([CH2:39][NH:38][C:13]([C:5]4[S:6][C:7]5[N:12]6[C:3](=[CH:2][N:1]=[C:11]6[CH:10]=[CH:9][CH:8]=5)[CH:4]=4)=[O:15])=[CH:41][CH:42]=3)[CH2:50][CH2:49]2)[CH:52]=[CH:53][CH:54]=[CH:55][CH:56]=1 |f:2.3,4.5.6|. Procedure: To a suspension of 1.0 g (4.58 mM) of 5-thia-1,8b-diazaacenaphthylene-4-carboxylic acid and 0.90 g (7.82 mM) of N-hydroxysuccinimide in acetonitrile (10 ml) was added 1.51 g (7.88 mM) of N-ethyl-N′-3-(N,N-dimethylamino)propylcarbodiimide hydrochloride at room temperature, and the mixture was stirred for 1 hour. To this reaction mixture was added a solution of 1.67 g (4.73 mM) of 1-[4-(aminomethyl)benzyl]-4-phenylpiperidine dihydrochloride, 1.44 g (9.46 mM) of DBU, and 0.55 ml (3.95 mM) of trieth...